Dataset: the Open Reaction Database (ORD), a public repository of structured organic reaction records. Task: describe an organic reaction: reactants, conditions, products, and yield The reactants are Cl (Hydrochloric acid), C(C)OC(N1C(C(C2=CC=CC=C12)C1=NC=NC2=CC(=C(C=C12)OC)OCCCN1CCCC1)=O)OCC (4-(1-diethoxymethyloxindol-3-yl)-6-methoxy-7-(3-(pyrrolidin-1-yl)propoxy)quinazoline). Run in C(C)O (ethanol). Conditions: temperature 80 celsius, time 1.5 hour. Product: Cl.COC=1C=C2C(=NC=NC2=CC1OCCCN1CCCC1)C1C(NC2=CC=CC=C12)=O (6-methoxy4-(oxindol-3-yl)-7-(3-(pyrrolidin-1-yl)propoxy)quinazoline hydrochloride). Isolated yield 113.7%. As a reaction SMILES: [ClH:1].C(OC(OCC)[N:6]1[C:14]2[C:9](=[CH:10][CH:11]=[CH:12][CH:13]=2)[CH:8]([C:15]2[C:24]3[C:19](=[CH:20][C:21]([O:27][CH2:28][CH2:29][CH2:30][N:31]4[CH2:35][CH2:34][CH2:33][CH2:32]4)=[C:22]([O:25][CH3:26])[CH:23]=3)[N:18]=[CH:17][N:16]=2)[C:7]1=[O:36])C>C(O)C>[ClH:1].[CH3:26][O:25][C:22]1[CH:23]=[C:24]2[C:19](=[CH:20][C:21]=1[O:27][CH2:28][CH2:29][CH2:30][N:31]1[CH2:32][CH2:33][CH2:34][CH2:35]1)[N:18]=[CH:17][N:16]=[C:15]2[CH:8]1[C:9]2[C:14](=[CH:13][CH:12]=[CH:11][CH:10]=2)[NH:6][C:7]1=[O:36] |f:3.4|. Procedure: 2M Hydrochloric acid (1.5 ml, 3 mmol) was added to a solution of 4-(1-diethoxymethyloxindol-3-yl)-6-methoxy-7-(3-(pyrrolidin-1-yl)propoxy)quinazoline (151 mg, 0.29 mmol), (prepared as described in Example 24), in ethanol (15 ml) at 80° C. and the mixture was stirred at 80° C. for 1.5 hours. The reaction mixture was allowed to cool, the solvent was removed by evaporation and the residue was purified by reverse phase C18 chromatography eluting with a gradient of acetonitrile in water (0-40%). The ... The reactants are BrC1=CC(=C(C=C1)OC)C(F)(F)F (4-bromo-1-methoxy-2-trifluoromethyl-benzene), C(=O)([O-])[O-].[K+].[K+] (K2CO3). Run in O (water), Br (HBr), C(C)(=O)O (acetic acid). Yields the product BrC1=CC(=C(C=C1)O)C(F)(F)F (4-bromo-2-trifluoromethyl-phenol). Reaction SMILES: [Br:1][C:2]1[CH:7]=[CH:6][C:5]([O:8]C)=[C:4]([C:10]([F:13])([F:12])[F:11])[CH:3]=1.C([O-])([O-])=O.[K+].[K+]>Br.C(O)(=O)C.O>[Br:1][C:2]1[CH:7]=[CH:6][C:5]([OH:8])=[C:4]([C:10]([F:11])([F:12])[F:13])[CH:3]=1 |f:1.2.3|. Procedure details: A solution of 3.0 g (11.8 mmol) 4-bromo-1-methoxy-2-trifluoromethyl-benzene in 20 mL 1 M HBr in glacial acetic acid is stirred for 60 h at 90° C. The reaction solution is diluted with 300 mL water, adjusted to pH 7 with K2CO3. The aqueous phase is extracted with EtOAc, the combined organic extracts are with washed 40 mL quarter-saturated NaHCO3 solution and dried over MgSO4. The solvent is eliminated i.vac. and the product is further reacted without any more purification. Starting materials: C1(CCCC1)C(CCC#C)=O (1-cyclopentyl-pent-4-yn-1-one), [H-].[Na+] (sodium hydride), C(CCC)[Li] (butyl lithium), C(C)OC(C(C(=O)C)Cl)=O (ethyl-2-chloroacetoacetate). Solvent: C1CCOC1 (THF), C1CCOC1 (THF). Reaction conditions: temperature -40 celsius. The product is C(CC#C)C1(CC(C(C(O1)=O)Cl)=O)C1CCCC1 (6-But-3-ynyl-3-chloro-6-cyclopentyl-dihydro-pyran-2,4-dione). The yield is 76.3%. RXN SMILES: [H-].[Na+].C([O:5][C:6](=O)[CH:7]([Cl:11])[C:8]([CH3:10])=[O:9])C.C([Li])CCC.[CH:18]1([C:23](=[O:28])[CH2:24][CH2:25][C:26]#[CH:27])[CH2:22][CH2:21][CH2:20][CH2:19]1>C1COCC1>[CH2:24]([C:23]1([CH:18]2[CH2:22][CH2:21][CH2:20][CH2:19]2)[O:28][C:6](=[O:5])[CH:7]([Cl:11])[C:8](=[O:9])[CH2:10]1)[CH2:25][C:26]#[CH:27] |f:0.1|. Reported procedure: To a slurry of sodium hydride (480 mg, 60% suspension in mineral oil, 12 mmol) in THF (30 mL) cooled to −10° C. was added ethyl-2-chloroacetoacetate (1.66 mL, 12 mmol). The reaction was stirred until all gas evolution ceased. The reaction was then cooled to −40 ° C. and a solution of butyl lithium (4.8 mL, 2.5 M in ether, 12 mmol) was added. The reaction was stirred for 10 minutes, and then 1-cyclopentyl-pent-4-yn-1-one (0.60 g, 4 mmol) was added as a solution in THF (10 mL). The reaction was st... The reactants are C1CCOC1, CCO, [H][H], COC(=O)c1cc(Oc2ccc(C(=O)N3CCC3)cc2Cl)cc(OC2CCN(C)C2=O)c1. Reaction SMILES: [CH2:35]1[O:36][CH2:37][CH2:38][CH2:39]1.[CH3:40][CH2:41][OH:42].[H:33][H:34].[N:1]1([C:5](=[O:6])[c:7]2[cH:8][c:9]([Cl:32])[c:10]([O:11][c:12]3[cH:13][c:14]([C:15](=[O:16])[O:17][CH3:18])[cH:19][c:20]([O:22][CH:23]4[C:24](=[O:29])[N:25]([CH3:28])[CH2:26][CH2:27]4)[cH:21]3)[cH:30][cH:31]2)[CH2:2][CH2:3][CH2:4]1>>[N:1]1([C:5](=[O:6])[c:7]2[cH:8][cH:9][c:10]([O:11][c:12]3[cH:13][c:14]([C:15](=[O:16])[O:17][CH3:18])[cH:19][c:20]([O:22][CH:23]4[C:24](=[O:29])[N:25]([CH3:28])[CH2:26][CH2:27]4)[cH:21]3)[cH:30][cH:31]2)[CH2:2][CH2:3][CH2:4]1. Product: COC(=O)c1cc(Oc2ccc(C(=O)N3CCC3)cc2)cc(OC2CCN(C)C2=O)c1. Reactants: [Cl-].CC1=CN2C(=NC(=CC2=O)C[P+](C2=CC=CC=C2)(C2=CC=CC=C2)C2=CC=CC=C2)S1 (2-Methyl-5-oxo-5H-[1,3]thiazolo[3,2-a]pyrimidin-7-ylmethyl(triphenyl)-phosphonium chloride), intermediate, [H-].[Na+] (NaH), C1(CC1)COC1=C(C=O)C=CC=C1OC (2-(cyclopropylmethoxy)-3-methoxybenzaldehyde), C1(CC1)COC1=C(C=CC=C1OC)/C=C/C=1N=C2N(C(C1I)=O)C=CS2 (7-{(E)-2-[2-(Cyclopropylmethoxy)-3-methoxyphenyl]vinyl}-6-iodo-5H-[1,3]thiazolo[3,2-a]pyrimidin-5-one). Solvent: CS(=O)C (DMSO). Product: C1(CC1)COC1=C(C=CC=C1OC)/C=C/C=1N=C2N(C(C1)=O)C=C(S2)C (7-{(E)-2-[2-(Cyclopropylmethoxy)-3-methoxyphenyl]vinyl}-2-methyl-5H-[1,3]-thiazolo[3,2-a]pyrimidin-5-one). RXN SMILES: [Cl-].[CH3:2][C:3]1[S:32][C:6]2=[N:7][C:8]([CH2:12][P+](C3C=CC=CC=3)(C3C=CC=CC=3)C3C=CC=CC=3)=[CH:9][C:10](=[O:11])[N:5]2[CH:4]=1.[H-].[Na+].[CH:35]1([CH2:38][O:39][C:40]2[C:47]([O:48][CH3:49])=[CH:46][CH:45]=[CH:44][C:41]=2[CH:42]=O)[CH2:37][CH2:36]1.C1(COC2C(OC)=CC=CC=2/C=C/C2N=C3SC=CN3C(=O)C=2I)CC1>CS(C)=O>[CH:35]1([CH2:38][O:39][C:40]2[C:47]([O:48][CH3:49])=[CH:46][CH:45]=[CH:44][C:41]=2/[CH:42]=[CH:12]/[C:8]2[N:7]=[C:6]3[S:32][C:3]([CH3:2])=[CH:4][N:5]3[C:10](=[O:11])[CH:9]=2)[CH2:36][CH2:37]1 |f:0.1,2.3|. Procedure: A stirred suspension of Step 2 intermediate (1.0 g, 2.096 mmol) in dry DMSO (12 ml) was treated with NaH (92 mg, 2.306 mmol) and 2-(cyclopropylmethoxy)-3-methoxybenzaldehyde (475 mg, 2.306 mmol) according to the procedure described in Step 3, Intermediate 2 to yield a crude solid which was purified by column chromatography using 2% ethyl acetate in DCM to afford the 600 mg of the desired compound as an off-white solid; 1H NMR (300 MHz, DMSO-d6) δ 0.31-0.32 (m, 2H), 0.53-0.55 (m, 2H), 0.84-0.86 (... The reactants are N1(N=NC2=C1C=CC=C2)OC2=NC=C(C(=N2)NCC2CN(CCC2)C(=O)OCC2=CC=CC=C2)C(N)=O (benzyl 3-((2-(1H-benzo[d][1,2,3]triazol-1-yloxy)-5-carbamoylpyrimidin-4-ylamino)methyl)piperidine-1-carboxylate), NC1=CC=C(C=C1)N1CCN(CC1)C(C)=O (1-(4-(4-aminophenyl)piperazin-1-yl)ethanone), pTsOH monohydrate. Run in O1CCOCC1 (dioxane). Conditions: time 3 hour. The product is C(C)(=O)N1CCN(CC1)C1=CC=C(C=C1)NC1=NC=C(C(=N1)NCC1CN(CCC1)C(=O)OCC1=CC=CC=C1)C(N)=O (benzyl 3-((2-(4-(4-acetylpiperazin-1-yl)phenylamino)-5-carbamoylpyrimidin-4-ylamino)methyl)piperidine-1-carboxylate). Isolated yield 57.2%. As a reaction SMILES: N1(O[C:11]2[N:16]=[C:15]([NH:17][CH2:18][CH:19]3[CH2:24][CH2:23][CH2:22][N:21]([C:25]([O:27][CH2:28][C:29]4[CH:34]=[CH:33][CH:32]=[CH:31][CH:30]=4)=[O:26])[CH2:20]3)[C:14]([C:35](=[O:37])[NH2:36])=[CH:13][N:12]=2)C2C=CC=CC=2N=N1.[NH2:38][C:39]1[CH:44]=[CH:43][C:42]([N:45]2[CH2:50][CH2:49][N:48]([C:51](=[O:53])[CH3:52])[CH2:47][CH2:46]2)=[CH:41][CH:40]=1>O1CCOCC1>[C:51]([N:48]1[CH2:47][CH2:46][N:45]([C:42]2[CH:41]=[CH:40][C:39]([NH:38][C:11]3[N:16]=[C:15]([NH:17][CH2:18][CH:19]4[CH2:24][CH2:23][CH2:22][N:21]([C:25]([O:27][CH2:28][C:29]5[CH:30]=[CH:31][CH:32]=[CH:33][CH:34]=5)=[O:26])[CH2:20]4)[C:14]([C:35](=[O:37])[NH2:36])=[CH:13][N:12]=3)=[CH:44][CH:43]=2)[CH2:50][CH2:49]1)(=[O:53])[CH3:52]. Procedure: A mixture of benzyl 3-((2-(1H-benzo[d][1,2,3]triazol-1-yloxy)-5-carbamoylpyrimidin-4-ylamino)methyl)piperidine-1-carboxylate (0.404 g, 0.805 mmol), 1-(4-(4-aminophenyl)piperazin-1-yl)ethanone (0.220 g, 1.00 mmol) and pTsOH monohydrate (0.167 g, 0.879 mmol) in dioxane (8 mL) was stirred at 100 C for 3 h. The mixture was then purified by HPLC to give benzyl 3-((2-(4-(4-acetylpiperazin-1-yl)phenylamino)-5-carbamoylpyrimidin-4-ylamino)methyl)piperidine-1-carboxylate 45 (0.270 g). The reactants are Cl (hydrochloric acid), O=C1CC(CC1)C(=O)OC (methyl 3-oxocyclopentanecarboxylate), [BH4-].[Na+] (sodium borohydride). Run in C1CCOC1 (THF), C1CCOC1 (THF). Reaction conditions: temperature 23 celsius, time 2 hour. The product is OC1CC(CC1)C(=O)OC (Methyl 3-hydroxycyclopentanecarboxylate). Isolated yield 68.0%. RXN SMILES: [O:1]=[C:2]1[CH2:6][CH2:5][CH:4]([C:7]([O:9][CH3:10])=[O:8])[CH2:3]1.[BH4-].[Na+].Cl>C1COCC1>[OH:1][CH:2]1[CH2:6][CH2:5][CH:4]([C:7]([O:9][CH3:10])=[O:8])[CH2:3]1 |f:1.2|. Procedure: A solution of methyl 3-oxocyclopentanecarboxylate (9.58 g, 67.5 mmol) in THF (100 ml) was added to a slurry of sodium borohydride (3.8 g, 100 mmol) in THF (100 ml). The mixture was stirred at 23° C. for 2 h, cooled to 0° C. and acidified to pH 6 with 1M hydrochloric acid. The mixture was extracted with EtOAc (2×100 ml) and the organic extracts were washed with water and saturated sodium chloride (100 ml each). The extracts were dried and the solvent was evaporated in vacuo to give the title comp...